describe an organic reaction: reactants, conditions, products, and yield From a dataset of the Open Reaction Database (ORD), a public repository of structured organic reaction records. Starting materials: N1=C(C=CC2=CC=CN=C12)C=O ([1,8]naphthyridine-2-carbaldehyde), Br.Br.Br.C(C)C=1C(=CC(=C(C1)O)F)C1=CC=C2C(=NNC2=C1)C=1NC2=C(CNCC2)N1 (5-ethyl-2-fluoro-4-[3-(4,5,6,7-tetrahydro-1H-imidazo[4,5-c]pyridin-2-yl)-1H-indazol-6-yl]-phenol trihydrobromide salt). The product is C(C)C=1C(=CC(=C(C1)O)F)C1=CC=C2C(=NNC2=C1)C=1NC2=C(CN(CC2)CC2=NC3=NC=CC=C3C=C2)N1 (5-Ethyl-2-fluoro-4-[3-(5-[1,8]naphthyridin-2-ylmethyl-4,5,6,7-tetrahydro-1H-imidazo[4,5-c]pyridin-2-yl)-1H-indazol-6-yl]-phenol). The yield is 32.8%. RXN SMILES: [N:1]1[C:10]2[C:5](=[CH:6][CH:7]=[CH:8][N:9]=2)[CH:4]=[CH:3][C:2]=1[CH:11]=O.Br.Br.Br.[CH2:16]([C:18]1[C:19]([C:26]2[CH:34]=[C:33]3[C:29]([C:30]([C:35]4[NH:36][C:37]5[CH2:42][CH2:41][NH:40][CH2:39][C:38]=5[N:43]=4)=[N:31][NH:32]3)=[CH:28][CH:27]=2)=[CH:20][C:21]([F:25])=[C:22]([OH:24])[CH:23]=1)[CH3:17]>>[CH2:16]([C:18]1[C:19]([C:26]2[CH:34]=[C:33]3[C:29]([C:30]([C:35]4[NH:36][C:37]5[CH2:42][CH2:41][N:40]([CH2:11][C:2]6[CH:3]=[CH:4][C:5]7[C:10](=[N:9][CH:8]=[CH:7][CH:6]=7)[N:1]=6)[CH2:39][C:38]=5[N:43]=4)=[N:31][NH:32]3)=[CH:28][CH:27]=2)=[CH:20][C:21]([F:25])=[C:22]([OH:24])[CH:23]=1)[CH3:17] |f:1.2.3.4|. Procedure: The title compound was prepared from [1,8]naphthyridine-2-carbaldehyde (31 mg, 198 μmol) and 5-ethyl-2-fluoro-4-[3-(4,5,6,7-tetrahydro-1H-imidazo[4,5-c]pyridin-2-yl)-1H-indazol-6-yl]-phenol trihydrobromide salt (Preparation 25, 50 mg, 132 μmol) using the method of Example 22. The crude material was purified by HPLC Method B to afford 22.5 mg of the title compound. Starting materials: C1CCOC1, COCNC(=S)c1cc2nccc(Cl)c2s1, Cl, [NH4+], [OH-]. Product: NC(=S)c1cc2nccc(Cl)c2s1. RXN SMILES: [CH2:20]1[O:21][CH2:22][CH2:23][CH2:24]1.[CH3:1][O:2][CH2:3][NH:4][C:5](=[S:6])[c:7]1[cH:8][c:9]2[n:10][cH:11][cH:12][c:13]([Cl:16])[c:14]2[s:15]1.[ClH:17].[NH4+:19].[OH-:18]>>[NH2:4][C:5](=[S:6])[c:7]1[cH:8][c:9]2[n:10][cH:11][cH:12][c:13]([Cl:16])[c:14]2[s:15]1. Reactants: NC1=C(C(=NO1)C(F)(F)F)CC (5-amino-4-ethyl-3-trifluoromethylisoxazole), C1(=CC=CC=C1)S(=O)(=O)Cl (benzenesulfonyl chloride). Yields the product C(C)C=1C(=NOC1NS(=O)(=O)C1=CC=CC=C1)C(F)(F)F (N-(4-Ethyl-3-trifluoromethyl-5-isoxazolyl)benzenesulfonamide). Isolated yield 72.0%. RXN SMILES: [NH2:1][C:2]1[O:6][N:5]=[C:4]([C:7]([F:10])([F:9])[F:8])[C:3]=1[CH2:11][CH3:12].[C:13]1([S:19](Cl)(=[O:21])=[O:20])[CH:18]=[CH:17][CH:16]=[CH:15][CH:14]=1>>[CH2:11]([C:3]1[C:4]([C:7]([F:10])([F:9])[F:8])=[N:5][O:6][C:2]=1[NH:1][S:19]([C:13]1[CH:18]=[CH:17][CH:16]=[CH:15][CH:14]=1)(=[O:21])=[O:20])[CH3:12]. Procedure: N-(4-Ethyl-3-trifluoromethyl-5-isoxazolyl)benzenesulfonamide was prepared, using the method of Example 90, from 5-amino-4-ethyl-3-trifluoromethylisoxazole and benzenesulfonyl chloride in 72% yield. Purification was achieved by recrystallization from ethyl acetate/hexanes to give white needles, m.p. 105°-106° C. Reactants: BrC1=NC=C(C=C1N(S(=O)(=O)C1=CC(=C(C=C1)Cl)C(F)(F)F)COC)Cl (N-(2-Bromo-5-chloro-pyridin-3-yl)-4-chloro-N-methoxymethyl-3-trifluoromethyl-benzenesulfonamide), C(C)(C)[Mg]Cl (isopropylmagnesium chloride), CON(C(C1=C(C=CC=C1)C=1OC=CN1)=O)C (N-Methoxy-N-methyl-2-oxazol-2-yl-benzamide). Run in C1CCOC1 (THF). Reaction conditions: temperature 0 celsius, time 20 minute. Yields the product ClC1=C(C=C(C=C1)S(=O)(=O)N(COC)C=1C(=NC=C(C1)Cl)C(C1=C(C=CC=C1)C=1OC=CN1)=O)C(F)(F)F (4-Chloro-N-[5-chloro-2-(2-oxazol-2-yl-benzoyl)-pyridin-3-yl]-N-methoxymethyl-3-trifluoromethyl-benzenesulfonamide). Isolated yield 20.5%. Reaction SMILES: Br[C:2]1[C:7]([N:8]([CH2:23][O:24][CH3:25])[S:9]([C:12]2[CH:17]=[CH:16][C:15]([Cl:18])=[C:14]([C:19]([F:22])([F:21])[F:20])[CH:13]=2)(=[O:11])=[O:10])=[CH:6][C:5]([Cl:26])=[CH:4][N:3]=1.C([Mg]Cl)(C)C.CON(C)[C:35](=[O:47])[C:36]1[CH:41]=[CH:40][CH:39]=[CH:38][C:37]=1[C:42]1[O:43][CH:44]=[CH:45][N:46]=1>C1COCC1>[Cl:18][C:15]1[CH:16]=[CH:17][C:12]([S:9]([N:8]([C:7]2[C:2]([C:35](=[O:47])[C:36]3[CH:41]=[CH:40][CH:39]=[CH:38][C:37]=3[C:42]3[O:43][CH:44]=[CH:45][N:46]=3)=[N:3][CH:4]=[C:5]([Cl:26])[CH:6]=2)[CH2:23][O:24][CH3:25])(=[O:11])=[O:10])=[CH:13][C:14]=1[C:19]([F:22])([F:21])[F:20]. Procedure details: To a solution of N-(2-Bromo-5-chloro-pyridin-3-yl)-4-chloro-N-methoxymethyl-3-trifluoromethyl-benzenesulfonamide (125 mg, 0.25 mmol) in 2.0 mL of THF under nitrogen atmosphere at 0° C. was added drop-wise 0.3 ml (0.6 mmol) of isopropylmagnesium chloride. The mixture was then stirred for 20 min at 0° C. followed by addition of N-Methoxy-N-methyl-2-oxazol-2-yl-benzamide (100 mg, 0.43 mmol). The mixture was stirred at room temperature overnight, quenched with saturated ammonium chloride and extract... Reactants: CC1=NC2=CC=CC(=C2C=C1)N1C[C@H](NCC1)C (2-methyl-5-[(3R)-3-methyl-1-piperazinyl]quinoline), CS(=O)(=O)OCCC1=CC(=CC=C1)N1C(OCC1)=O (2-[3-(2-oxo-1,3-oxazolidin-3-yl)phenyl]ethyl methanesulfonate). Procedure: The title compound was prepared in 33% yield using a similar procedure to E124 starting from 2-methyl-5-[(3R)-3-methyl-1-piperazinyl]quinoline and 2-[3-(2-oxo-1,3-oxazolidin-3-yl)phenyl]ethyl methanesulfonate. Yield: 33.0%. RXN SMILES: [CH3:1][C:2]1[CH:11]=[CH:10][C:9]2[C:4](=[CH:5][CH:6]=[CH:7][C:8]=2[N:12]2[CH2:17][CH2:16][NH:15][C@H:14]([CH3:18])[CH2:13]2)[N:3]=1.CS(O[CH2:24][CH2:25][C:26]1[CH:31]=[CH:30][CH:29]=[C:28]([N:32]2[CH2:36][CH2:35][O:34][C:33]2=[O:37])[CH:27]=1)(=O)=O>>[CH3:18][C@@H:14]1[CH2:13][N:12]([C:8]2[CH:7]=[CH:6][CH:5]=[C:4]3[C:9]=2[CH:10]=[CH:11][C:2]([CH3:1])=[N:3]3)[CH2:17][CH2:16][N:15]1[CH2:24][CH2:25][C:26]1[CH:27]=[C:28]([N:32]2[CH2:36][CH2:35][O:34][C:33]2=[O:37])[CH:29]=[CH:30][CH:31]=1. Yields the product C[C@H]1N(CCN(C1)C1=C2C=CC(=NC2=CC=C1)C)CCC=1C=C(C=CC1)N1C(OCC1)=O (3-(3-{2-[(2R)-2-Methyl-4-(2-methyl-5-quinolinyl)-1-piperazinyl]ethyl}phenyl)-1,3-oxazolidin-2-one). Starting materials: C(C1=CC=CC=C1)OCCOC1=C(C(=[N+](C=C1)[O-])C)C (2-benzyloxyethoxy-2,3-dimethylpyridine N-oxide), C(C)(=O)OC(C)=O (acetic anhydride). Run at time 1 hour. The product is C(C)(=O)OCC1=NC=CC(=C1C)OCCOCC1=CC=CC=C1 (2-acetoxymethyl-4-(2-benzyloxyethoxy)-3-methylpyridine). RXN SMILES: [CH2:1]([O:8][CH2:9][CH2:10][O:11][C:12]1[CH:17]=[CH:16][N+:15]([O-])=[C:14]([CH3:19])[C:13]=1[CH3:20])[C:2]1[CH:7]=[CH:6][CH:5]=[CH:4][CH:3]=1.[C:21]([O:24]C(=O)C)(=[O:23])[CH3:22]>>[C:21]([O:24][CH2:19][C:14]1[C:13]([CH3:20])=[C:12]([O:11][CH2:10][CH2:9][O:8][CH2:1][C:2]2[CH:7]=[CH:6][CH:5]=[CH:4][CH:3]=2)[CH:17]=[CH:16][N:15]=1)(=[O:23])[CH3:22]. Procedure: A mixture comprising 6.5 g of 4-(2-benzyloxyethoxy-2,3-dimethylpyridine N-oxide and 56 ml of acetic anhydride was stirred at 80° to 90° C. for one hour and distilled to remove the acetic anhydride. The obtained residue was made weakly basic with an aqueous solution of sodium carbonate and extracted with methyl ethyl ketone. The extract was dried over magnesium sulfate and distilled to remove the methyl ethyl ketone. Thus, 7.0 g of 2-acetoxymethyl-4-(2-benzyloxyethoxy)-3-methylpyridine was obtain... The reactants are CCCCCCCC/C=C\CCCCCCCC(=O)OCC(CO)O (oleic monoglyceride), CCCCCCCC/C=C\CCCCCCCC(=O)OC[C@H]([C@@H]1[C@@H]([C@H](CO1)OC(=O)CCCCCCC/C=C\CCCCCCCC)OC(=O)CCCCCCC/C=C\CCCCCCCC)O (Span 85). Product: C=C.C=CCC(=O)O (ethylene-vinyl acetate copolymer emulsion), C=C (ethylene). Reaction SMILES: [CH3:1][CH2:2]CCCCCC/C=C\CCCC[CH2:15][CH2:16][CH2:17][C:18]([O:20]CC(O)CO)=[O:19].[CH3:26][CH2:27]CCCCCC/C=C\CCCCCCCC(OC[C@@H](O)[C@H]1OC[C@H](OC(CCCCCCC/C=C\CCCCCCCC)=O)[C@H]1OC(CCCCCCC/C=C\CCCCCCCC)=O)=O>>[CH2:1]=[CH2:2].[CH2:15]=[CH:16][CH2:17][C:18]([OH:20])=[O:19].[CH2:26]=[CH2:27] |f:2.3|. Procedure details: In the same manner as described in Preparation 1 except that Atmos 300 (oleic monoglyceride, HLB: 2.8, manufactured by Kao Atlas Co.) (3.6 parts by weight) is used instead of Span 85, there is obtained an ethylene-vinyl acetate copolymer emulsion having contents of ethylene: 16% by weight, vinyl acetate: 84% by weight and solid components: 54.2% by weight and containing the additives. Reactants: C(C)NC1CCCCC1 (N-ethyl-cyclohexylamine), C1(CCCCC1)N1N=NN=C1CCCC(=S)O (4-(1-Cyclohexyl-1,2,3,4-tetrazol-5-yl)thiobutyric acid), ClC(=O)OCC(C)C (isobutyl chloroformate), C1CCC2=NCCCN2CC1 (DBU). Solvent: O1CCCC1 (tetrahydrofuran). Run at time 30 minute. Product: C(C)N(C(CCCC1=NN=NN1C1CCCCC1)=S)C1CCCCC1 (N-ethyl-N-cyclohexyl-4-(1-cyclohexyl-1,2,3,4-tetrazol-5-yl)thiobutyramide). Isolated yield 47.0%. Reaction SMILES: [CH:1]1([N:7]2[C:11]([CH2:12][CH2:13][CH2:14][C:15](O)=[S:16])=[N:10][N:9]=[N:8]2)[CH2:6][CH2:5][CH2:4][CH2:3][CH2:2]1.[CH2:18]1[CH2:28][CH2:27][N:26]2[C:21](=NC[CH2:24][CH2:25]2)[CH2:20][CH2:19]1.ClC(OCC(C)C)=O.C(NC1CCCCC1)C>O1CCCC1>[CH2:25]([N:26]([CH:21]1[CH2:20][CH2:19][CH2:18][CH2:28][CH2:27]1)[C:15](=[S:16])[CH2:14][CH2:13][CH2:12][C:11]1[N:7]([CH:1]2[CH2:6][CH2:5][CH2:4][CH2:3][CH2:2]2)[N:8]=[N:9][N:10]=1)[CH3:24]. Procedure: 4-(1-Cyclohexyl-1,2,3,4-tetrazol-5-yl)thiobutyric acid (45 mmole) is dissolved in tetrahydrofuran (50 ml) and thereto is added DBU (50 mmole). To the mixture is added dropwise with stirring isobutyl chloroformate under ice-cooling, and the mixture is stirred at room temperature for 30 minutes. To the mixture is added dropwise N-ethyl-cyclohexylamine (54 mmole), and the mixture is further stirred at room temperature for 2 hours. After distilling off the solvent under reduced pressure, the residue...